Dataset: the Open Reaction Database (ORD), a public repository of structured organic reaction records. Task: describe an organic reaction: reactants, conditions, products, and yield RXN SMILES: [NH2:1][C:2]1[C:7]([N+:8]([O-])=O)=[CH:6][C:5]([F:11])=[CH:4][N:3]=1.CC(O)=O>[Zn].CO>[F:11][C:5]1[CH:6]=[C:7]([NH2:8])[C:2]([NH2:1])=[N:3][CH:4]=1. Isolated yield 56.8%. Product: FC=1C=C(C(=NC1)N)N (5-fluoropyridine-2,3-diamine). Run in CO (MeOH). Procedure: To a stirred mixture of 2-amino-5-fluoro-3-nitropyridine (2.46 g, 15.66 mmol) in a mixture of glacial HOAc (10 mL) and MeOH (20 mL) at 0° C. was added zinc dust (5.09 g, 78.3 mmol) portion-wise, and the mixture was allowed to warm slowly to rt. After stirring at rt for 15 h, the mixture was filtered through Celite and the filtrate was concentrated under reduced pressure. The residue was partitioned between EtOAc and saturated aq NaHCO3. The organic layer was separated and the aqueous layer was e... Run at time 15 hour. Starting materials: NC1=NC=C(C=C1[N+](=O)[O-])F (2-amino-5-fluoro-3-nitropyridine), CC(=O)O (HOAc). The reagents and catalysts are [Zn] (zinc). Starting materials: C1(CCCC1)C(C(C(=O)OCC)C(=O)C1CCCC1)=O (ethyl 3-cyclopentyl-2-(cyclopentylcarbonyl)-3-oxopropanoate), O (water), Cl.NO (hydroxylamine hydrochloride). Run in CCO (EtOH). Yields the product C1(CCCC1)C1=NOC(=C1C(=O)OCC)C1CCCC1 (ethyl 3,5-dicyclopentyl-4-isoxazolecarboxylate). RXN SMILES: [CH:1]1([C:6](=O)[CH:7]([C:13]([CH:15]2[CH2:19][CH2:18][CH2:17][CH2:16]2)=[O:14])[C:8]([O:10][CH2:11][CH3:12])=[O:9])[CH2:5][CH2:4][CH2:3][CH2:2]1.O.Cl.[NH2:23]O>CCO>[CH:1]1([C:6]2[C:7]([C:8]([O:10][CH2:11][CH3:12])=[O:9])=[C:13]([CH:15]3[CH2:19][CH2:18][CH2:17][CH2:16]3)[O:14][N:23]=2)[CH2:5][CH2:4][CH2:3][CH2:2]1 |f:2.3|. Procedure details: A solution of ethyl 3-cyclopentyl-2-(cyclopentylcarbonyl)-3-oxopropanoate (2.20 g, 7.84 mmol) in EtOH (6.4 mL) was stirred as water (1.2 mL) followed by hydroxylamine hydrochloride (1.02 g, 14.7 mmol) was added. The solution was then heated to reflux for 3 hours. The solution was concentrated and the residue was partitioned between ether and saturated aqueous NaHCO3 solution. The organic layer was washed with brine, dried with MgSO4, filtered and concentrated to yield ethyl 3,5-dicyclopentyl-4-i... Starting materials: BrC1=CC=C(C=C1)C(CC(=O)C1=CC(=NC=C1)C)C1=C(C=CC=C1)C (3-(4-Bromo-phenyl)-1-(2-methyl-pyridin-4-yl)-3-o-tolyl-propan-1-one), COC(CCC#C)=O (pent-4-ynoic acid methyl ester). Yields the product COC(CCC#CC1=CC=C(C=C1)C(CC(=O)C1=CC(=NC=C1)C)C1=C(C=CC=C1)C)=O (5-{4-[3-(2-Methyl-pyridin-4-yl)-3-oxo-1-o-tolyl-propyl]-phenyl}-pent-4-ynoic acid methyl ester). Reaction SMILES: Br[C:2]1[CH:7]=[CH:6][C:5]([CH:8]([C:19]2[CH:24]=[CH:23][CH:22]=[CH:21][C:20]=2[CH3:25])[CH2:9][C:10]([C:12]2[CH:17]=[CH:16][N:15]=[C:14]([CH3:18])[CH:13]=2)=[O:11])=[CH:4][CH:3]=1.[CH3:26][O:27][C:28](=[O:33])[CH2:29][CH2:30][C:31]#[CH:32]>>[CH3:26][O:27][C:28](=[O:33])[CH2:29][CH2:30][C:31]#[C:32][C:2]1[CH:7]=[CH:6][C:5]([CH:8]([C:19]2[CH:24]=[CH:23][CH:22]=[CH:21][C:20]=2[CH3:25])[CH2:9][C:10]([C:12]2[CH:17]=[CH:16][N:15]=[C:14]([CH3:18])[CH:13]=2)=[O:11])=[CH:4][CH:3]=1. Procedure details: In analogy to example 85, step 1, from 3-(4-bromo-phenyl)-1-(2-methyl-pyridin-4-yl)-3-o-tolyl-propan-1-one (example 74, step 5) and pent-4-ynoic acid methyl ester was prepared the title compound as a brown oil, MS (ESI+): m/z=426.2067 ([M+H]+).